The task is: describe an organic reaction: reactants, conditions, products, and yield. This data is from the Open Reaction Database (ORD), a public repository of structured organic reaction records. Reactants: C1CCNC1, CN1CCCC1, CN(CCCl)S(=O)(=O)c1ccc(-c2ccnc(NCCN3C(=O)NC(=O)C3(C)C)n2)s1, [I-], [Na+]. Yields the product CN(CCN1CCCC1)S(=O)(=O)c1ccc(-c2ccnc(NCCN3C(=O)NC(=O)C3(C)C)n2)s1. RXN SMILES: [CH2:32]1[CH2:33][CH2:34][NH:35][CH2:36]1.[CH3:39][N:40]1[CH2:41][CH2:42][CH2:43][CH2:44]1.[Cl:1][CH2:2][CH2:3][N:4]([S:5](=[O:6])(=[O:7])[c:8]1[s:9][c:10](-[c:13]2[n:14][c:15]([NH:19][CH2:20][CH2:21][N:22]3[C:23](=[O:30])[NH:24][C:25](=[O:29])[C:26]3([CH3:27])[CH3:28])[n:16][cH:17][cH:18]2)[cH:11][cH:12]1)[CH3:31].[I-:38].[Na+:37]>>[CH2:2]([CH2:3][N:4]([S:5](=[O:6])(=[O:7])[c:8]1[s:9][c:10](-[c:13]2[n:14][c:15]([NH:19][CH2:20][CH2:21][N:22]3[C:23](=[O:30])[NH:24][C:25](=[O:29])[C:26]3([CH3:27])[CH3:28])[n:16][cH:17][cH:18]2)[cH:11][cH:12]1)[CH3:31])[N:35]1[CH2:34][CH2:33][CH2:32][CH2:36]1. The reactants are [BH4-].[Na+] (sodium borohydride), C(C)(=O)OC1=CC=C(C=C1)N1CCC(C2=CC=CC=C12)=O (1-(4-acetoxyphenyl)-4-oxo-1,2,3,4,-tetrahydroquinoline). Yields the product OC1=CC=C(C=C1)N1CCC(C2=CC=CC=C12)O (1-p-hydroxyphenyl-4-hydroxy-1,2,3,4-tetrahydro-quinoline). As a reaction SMILES: [BH4-].[Na+].C([O:6][C:7]1[CH:12]=[CH:11][C:10]([N:13]2[C:22]3[C:17](=[CH:18][CH:19]=[CH:20][CH:21]=3)[C:16](=[O:23])[CH2:15][CH2:14]2)=[CH:9][CH:8]=1)(=O)C>>[OH:6][C:7]1[CH:8]=[CH:9][C:10]([N:13]2[C:22]3[C:17](=[CH:18][CH:19]=[CH:20][CH:21]=3)[CH:16]([OH:23])[CH2:15][CH2:14]2)=[CH:11][CH:12]=1 |f:0.1|. Reported procedure: Conventional sodium borohydride reduction of compound A [method see Example 2c), below] yields 1-p-hydroxyphenyl-4-hydroxy-1,2,3,4-tetrahydro-quinoline.